Dataset: the Open Reaction Database (ORD), a public repository of structured organic reaction records. Task: describe an organic reaction: reactants, conditions, products, and yield The reactants are Heterocyclic, C1=2C(=O)OC(NC1=CC=CC2)=O (isatoic anhydride), [H-].[Na+].C(C)Br (sodium hydride ethyl bromide). Product: C(C)N1C=2C(C(=O)OC1=O)=CC=CC2 (N-ethyl isatoic anhydride). Isolated yield 61.0%. As a reaction SMILES: [C:1]12[C:7](=[CH:8][CH:9]=[CH:10][CH:11]=1)[NH:6][C:5](=[O:12])[O:4][C:2]2=[O:3].[H-].[Na+].[CH2:15](Br)[CH3:16]>>[CH2:15]([N:6]1[C:5](=[O:12])[O:4][C:2](=[O:3])[C:1]2=[CH:11][CH:10]=[CH:9][CH:8]=[C:7]12)[CH3:16] |f:1.2.3|. Reported procedure: From Hardtmann et al., Journal of Heterocyclic Chemistry, Vol. 12, p. 565 (1975), it is known that isatoic anhydride can be alkylated with a sodium hydride/ethyl bromide system to provide a 61% yield of N-ethyl isatoic anhydride after recrystallization.